Dataset: the Open Reaction Database (ORD), a public repository of structured organic reaction records. Task: describe an organic reaction: reactants, conditions, products, and yield Starting materials: OCCCCCCCCCBr, O=C([O-])[O-], CN(C)C=O, Oc1ccccc1F, [K+], [K+]. The product is OCCCCCCCCCOc1ccccc1F. As a reaction SMILES: [Br:7][CH2:8][CH2:9][CH2:10][CH2:11][CH2:12][CH2:13][CH2:14][CH2:15][CH2:16][OH:17].[C:1](=[O:2])([O-:3])[O-:4].[CH3:26][N:27]([CH3:28])[CH:29]=[O:30].[F:18][c:19]1[c:20]([OH:25])[cH:21][cH:22][cH:23][cH:24]1.[K+:5].[K+:6]>>[CH2:8]([CH2:9][CH2:10][CH2:11][CH2:12][CH2:13][CH2:14][CH2:15][CH2:16][OH:17])[O:25][c:20]1[c:19]([F:18])[cH:24][cH:23][cH:22][cH:21]1. Starting materials: BrBr (bromine), C(C)(=O)C=1C=C(NC(=O)C2=NOC(=C2)C)C=CC1 (3'-acetyl-5-methyl-3-isoxazolecarboxanilide), hydrate. Run in C(Cl)(Cl)Cl (chloroform), C(Cl)(Cl)Cl (chloroform), C(C)OCC (diethyl ether). Conditions: time 0.5 hour. Yields the product BrCC(=O)C=1C=C(NC(=O)C2=NOC(=C2)C)C=CC1 (3'-bromoacetyl-5-methyl-3-isoxazolecarboxanilide). RXN SMILES: [Br:1]Br.[C:3]([C:6]1[CH:7]=[C:8]([CH:18]=[CH:19][CH:20]=1)[NH:9][C:10]([C:12]1[CH:16]=[C:15]([CH3:17])[O:14][N:13]=1)=[O:11])(=[O:5])[CH3:4]>C(Cl)(Cl)Cl.C(OCC)C>[Br:1][CH2:4][C:3]([C:6]1[CH:7]=[C:8]([CH:18]=[CH:19][CH:20]=1)[NH:9][C:10]([C:12]1[CH:16]=[C:15]([CH3:17])[O:14][N:13]=1)=[O:11])=[O:5]. Procedure details: A solution of bromine (12.5 g) in chloroform (60 ml) was added to a slurry of 3'-acetyl-5-methyl-3-isoxazolecarboxanilide. 1/4 hydrate (19 g) in chloroform (190 ml). The mixture was stirred for 1/2 hour and diluted with diethyl ether. The product was filtered and dried. Yield 21.0 g = (84%,) m.p. 172°-174°. The reactants are C(#N)C1=CC=C(C=C1)C1CCCC=2N1C=NC2 (5-(p-cyanophenyl)-5,6,7,8-tetrahydroimidazo[1,5-a]pyridine), ClC(=O)OCC (ethyl chloroformate). The product is C(#N)C1=CC=C(C=C1)C1(CCCC=2N1C=NC2)C(=O)OCC (5-(p-Cyanophenyl)-5-ethoxycarbonyl-5,6,7,8-tetrahydroimidazo[1,5-a]pyridine). Reaction SMILES: [C:1]([C:3]1[CH:8]=[CH:7][C:6]([CH:9]2[N:14]3[CH:15]=[N:16][CH:17]=[C:13]3[CH2:12][CH2:11][CH2:10]2)=[CH:5][CH:4]=1)#[N:2].Cl[C:19]([O:21][CH2:22][CH3:23])=[O:20]>>[C:1]([C:3]1[CH:4]=[CH:5][C:6]([C:9]2([C:19]([O:21][CH2:22][CH3:23])=[O:20])[N:14]3[CH:15]=[N:16][CH:17]=[C:13]3[CH2:12][CH2:11][CH2:10]2)=[CH:7][CH:8]=1)#[N:2]. Procedure details: In a manner analogous to that described in example 21, reaction of 5-(p-cyanophenyl)-5,6,7,8-tetrahydroimidazo[1,5-a]pyridine with ethyl chloroformate yields the title compound. The reactants are solution, OS(=O)(=O)[O-].[Na+] (NaHSO4), Intermediate 58, OC1=CC(=C(C=O)C=C1OC)OC (4-Hydroxy-2,5-dimethoxybenzaldehyde), N1CCCC1 (pyrrolidine), [BH-](OC(=O)C)(OC(=O)C)OC(=O)C.[Na+] (NaB(OAc)3H). The solvent is O (Water), C(Cl)Cl (CH2Cl2). The product is COC1=C(C=C(C(=C1)CN1CCCC1)OC)O (2,5-Dimethoxy-4-(pyrrolidin-1-ylmethyl)phenol). The yield is 57.5%. RXN SMILES: [OH:1][C:2]1[C:9]([O:10][CH3:11])=[CH:8][C:5]([CH:6]=O)=[C:4]([O:12][CH3:13])[CH:3]=1.[NH:14]1[CH2:18][CH2:17][CH2:16][CH2:15]1.[BH-](OC(C)=O)(OC(C)=O)OC(C)=O.[Na+].OS([O-])(=O)=O.[Na+]>C(Cl)Cl.O>[CH3:11][O:10][C:9]1[CH:8]=[C:5]([CH2:6][N:14]2[CH2:18][CH2:17][CH2:16][CH2:15]2)[C:4]([O:12][CH3:13])=[CH:3][C:2]=1[OH:1] |f:2.3,4.5|. Reported procedure: Intermediate 58, 4-Hydroxy-2,5-dimethoxybenzaldehyde (1.2 g, 6.6 mmol) was added in portions for 30 min to a mixture of pyrrolidine (0.7 mL, 8.2 mmol) and NaB(OAc)3H (1.75 g, 8.2 mmol) in CH2Cl2 (20 mL) under vigorous stirring and cooling with an ice bath in an atmosphere of argon. The mixture was stirred for 12 h and cooled with an ice bath. Water (30 mL) and a 5 N solution of NaHSO4 were added to pH 1. The organic layer was separated and discarded. The aqueous one was alkalized with a saturate... The reactants are C(C)(=O)SCC(C(=O)NCC(=O)OC1=CC=C(C=C1)[N+](=O)[O-])CC(C)C ((±)-N-[2-[(acetylthio)methyl]-4-methyl-1-oxopentyl]glycine, 4-nitrophenyl ester), N[C@@H](CCCNC(N)=N)C(=O)O ((L)-arginine). The product is C(C)(=O)SCC(C(=O)NCC(=O)N[C@@H](CCCNC(N)=N)C(=O)O)CC(C)C ((±)-N-[N-[2-[(acetylthio)methyl]-4-methyl-1-oxopentyl]glycyl]-L-arginine). Reaction SMILES: [C:1]([S:4][CH2:5][CH:6]([CH2:23][CH:24]([CH3:26])[CH3:25])[C:7]([NH:9][CH2:10][C:11]([O:13]C1C=CC([N+]([O-])=O)=CC=1)=O)=[O:8])(=[O:3])[CH3:2].[NH2:27][C@H:28]([C:36]([OH:38])=[O:37])[CH2:29][CH2:30][CH2:31][NH:32][C:33](=[NH:35])[NH2:34]>>[C:1]([S:4][CH2:5][CH:6]([CH2:23][CH:24]([CH3:25])[CH3:26])[C:7]([NH:9][CH2:10][C:11]([NH:27][C@H:28]([C:36]([OH:38])=[O:37])[CH2:29][CH2:30][CH2:31][NH:32][C:33](=[NH:34])[NH2:35])=[O:13])=[O:8])(=[O:3])[CH3:2]. Procedure: As described in Example 7 of U.S. Pat. No. 4,235,885, this compound can be prepared by reacting (±)-N-[2-[(acetylthio)methyl]-4-methyl-1-oxopentyl]glycine, 4-nitrophenyl ester with (L)-arginine to give (±)-N-[N-[2-[(acetylthio)methyl]-4-methyl-1-oxopentyl]glycyl]-L-arginine. An aqueous chilled solution of this product is then treated with concentrated ammonia to give (±)-N-[N-[2-(mercaptomethyl)-4-methyl-1-oxopentyl]glycyl]-L-arginine; m.p. 132°-146°. Starting materials: [Br-], CC[Mg+], CCOC1=CC(=O)CCC1, CC(C)[O-], CC(C)[O-], CC(C)[O-], CC(C)[O-], [Ti+4]. Yields the product O=C1CCCC2(CC2)C1. As a reaction SMILES: [Br-:11].[CH2:12]([CH3:13])[Mg+:14].[CH2:1]([O:2][C:4]1=[CH:5][C:6](=[O:10])[CH2:7][CH2:8][CH2:9]1)[CH3:3].[CH3:15][CH:16]([CH3:17])[O-:18].[CH3:20][CH:21]([CH3:22])[O-:23].[CH3:24][CH:25]([CH3:26])[O-:27].[CH3:28][CH:29]([CH3:30])[O-:31].[Ti+4:19]>>[C:4]12([CH2:5][C:6](=[O:10])[CH2:7][CH2:8][CH2:9]1)[CH2:12][CH2:13]2.